From a dataset of the Open Reaction Database (ORD), a public repository of structured organic reaction records. describe an organic reaction: reactants, conditions, products, and yield Reactants: OC=1N=C2N(C(C1)=O)CC(N2)(C)C (7-hydroxy-2,2-dimethyl-2,3-dihydro-1H-imidazo[1,2-a]pyrimidin-5-one), P(=O)(Cl)(Cl)Cl (phosphorus oxychloride), [OH-].[Na+] (sodium hydroxide). Conditions: temperature 120 celsius. Product: ClC=1N=C2N(C(C1)=O)CC(N2)(C)C (7-chloro-2,2-dimethyl-2,3-dihydro-1H-imidazo[1,2-a]pyrimidin-5-one). As a reaction SMILES: O[C:2]1[N:3]=[C:4]2[NH:11][C:10]([CH3:13])([CH3:12])[CH2:9][N:5]2[C:6](=[O:8])[CH:7]=1.P(Cl)(Cl)([Cl:16])=O.[OH-].[Na+]>>[Cl:16][C:2]1[N:3]=[C:4]2[NH:11][C:10]([CH3:13])([CH3:12])[CH2:9][N:5]2[C:6](=[O:8])[CH:7]=1 |f:2.3|. Procedure: 4.5 g of 7-hydroxy-2,2-dimethyl-2,3-dihydro-1H-imidazo[1,2-a]pyrimidin-5-one and 35 ml of phosphorus oxychloride are introduced into a round-bottomed flask. The resulting mixture is then heated at 120° C. for three hours. After cooling, the reaction mixture is concentrated to dryness under reduced pressure. Ice is added to the residue obtained, and then concentrated sodium hydroxide is added until a pH in the region of 5-6 is obtained. The solid formed is filtered off so as to give 1 g of 7-chlo... The reactants are O=C1C=2C=CC=NC2C=CN1[C@@H](C(=O)OC)C ((R)-methyl 2-(5-oxo-1,6-naphthyridin-6(5H)-yl)propanoate), N1=CC=CC=2C(NC=CC12)=O (1,6-naphthyridin-5(6H)-one), O[C@H](C(=O)OC)C ((S)-methyl 2-hydroxypropanoate), C1(=CC=CC=C1)P(C1=CC=CC=C1)C1=CC=CC=C1 (triphenylphosphine), CCOC(=O)/N=N/C(=O)OCC (DEAD). The solvent is CO (MeOH), C(Cl)Cl (DCM), C(Cl)Cl (DCM), C1CCOC1 (THF). Reaction conditions: temperature 0 celsius. The product is [NH4+].[OH-] (NH4OH), O=C1C=2C=CC=NC2C=CN1[C@@H](C(=O)OC)C ((R)-methyl 2-(5-oxo-1,6-naphthyridin-6(5H)-yl)propanoate). Isolated yield 95.0%. RXN SMILES: [O:1]=[C:2]1[N:11]([C@H:12]([CH3:17])[C:13]([O:15][CH3:16])=[O:14])[CH:10]=[CH:9][C:8]2[N:7]=[CH:6][CH:5]=[CH:4][C:3]1=2.N1C2C=CNC(=O)C=2C=CC=1.O[C@@H](C)C(OC)=O.C1(P(C2C=CC=CC=2)C2C=CC=CC=2)C=CC=CC=1.CCOC(/N=N/C(OCC)=O)=O>C1COCC1.CO.C(Cl)Cl>[NH4+:7].[OH-:1].[O:1]=[C:2]1[N:11]([C@H:12]([CH3:17])[C:13]([O:15][CH3:16])=[O:14])[CH:10]=[CH:9][C:8]2[N:7]=[CH:6][CH:5]=[CH:4][C:3]1=2 |f:8.9|. Procedure: (R)-methyl 2-(5-oxo-1,6-naphthyridin-6(5H)-yl)propanoate Dissolved 1,6-naphthyridin-5(6H)-one (10.6 g, 73 mmol), (S)-methyl 2-hydroxypropanoate (8.6 ml, 91 mmol) and triphenylphosphine (30 g, 116 mmol) in 144 mL THF (0.5M) and cooled to 0° C. Then added DEAD (17 ml, 109 mmol) dropwise, monitoring temperature so as not to exceed 5° C. Then let warm to room temperature over 1 hr, where reaction was complete by LCMS. The reaction was concentrated on silica and purified via MPLC, first with a gradie... Reactants: BrC(=CC1=C(C=CC(=C1CC)OC)CC)Br (2-(2,2-dibromo-vinyl)-1,3-diethyl-4-methoxy-benzene), C(CN)N (ethylenediamine). The product is C(C)C1=C(CC=2NCCN2)C(=CC=C1OC)CC (2-(2,6-Diethyl-3-methoxy-benzyl)-4,5-dihydro-1H-imidazole). As a reaction SMILES: Br[C:2](Br)=[CH:3][C:4]1[C:9]([CH2:10][CH3:11])=[C:8]([O:12][CH3:13])[CH:7]=[CH:6][C:5]=1[CH2:14][CH3:15].[CH2:17]([NH2:20])[CH2:18][NH2:19]>>[CH2:10]([C:9]1[C:8]([O:12][CH3:13])=[CH:7][CH:6]=[C:5]([CH2:14][CH3:15])[C:4]=1[CH2:3][C:2]1[NH:19][CH2:18][CH2:17][N:20]=1)[CH3:11]. Procedure details: 2-(2,6-Diethyl-3-methoxy-benzyl)-4,5-dihydro-1H-imidazole was prepared from 2-(2,2-dibromo-vinyl)-1,3-diethyl-4-methoxy-benzene and ethylenediamine in analogy to Example 1e): yellow crystals; MS (ISP): 247.4 ([M+H]+, 100%). Reactants: O=C1CCC(=O)N1Br, ClCCl, Clc1ccc2c(n1)-c1sccc1CCO2. Product: Clc1ccc2c(n1)-c1sc(Br)cc1CCO2. Reaction SMILES: [Br:16][N:17]1[C:18](=[O:19])[CH2:20][CH2:21][C:22]1=[O:23].[CH2:24]([Cl:25])[Cl:26].[Cl:1][c:2]1[cH:3][cH:4][c:5]2[c:6]([n:15]1)-[c:7]1[s:8][cH:9][cH:10][c:11]1[CH2:12][CH2:13][O:14]2>>[Cl:1][c:2]1[cH:3][cH:4][c:5]2[c:6]([n:15]1)-[c:7]1[s:8][c:9]([Br:16])[cH:10][c:11]1[CH2:12][CH2:13][O:14]2. The product is O=Cc1cnn2c(NC3CC3)cc(-c3ccc(C(=O)O)s3)nc12. Starting materials: CC(C)(C)OC(=O)N(c1cc(-c2ccc(C(=O)O)s2)nc2c(C=O)cnn12)C1CC1, Cl, C1COCCO1. Reaction SMILES: [C:1]([O:2][C:3](=[O:4])[N:8]([c:9]1[cH:10][c:11](-[c:20]2[cH:21][cH:22][c:23]([C:25](=[O:26])[OH:27])[s:24]2)[n:12][c:13]2[n:14]1[n:15][cH:16][c:17]2[CH:18]=[O:19])[CH:28]1[CH2:29][CH2:30]1)([CH3:5])([CH3:6])[CH3:7].[ClH:31].[O:32]1[CH2:33][CH2:34][O:35][CH2:36][CH2:37]1>>[NH:8]([c:9]1[cH:10][c:11](-[c:20]2[cH:21][cH:22][c:23]([C:25](=[O:26])[OH:27])[s:24]2)[n:12][c:13]2[n:14]1[n:15][cH:16][c:17]2[CH:18]=[O:19])[CH:28]1[CH2:29][CH2:30]1. Reactants: Cl.C(C)N=C=NCCCN(C)C (1-ethyl-3-(3-dimethylaminopropyl)carbodiimide hydrochloride), C[C@@H]1CNC(C=2N1C1=C(C2)C=CC(=N1)C(=O)O)=O ((9R)-9-methyl-6-oxo-6,7,8,9-tetrahydropyrido[3′,2′:4,5]pyrrolo[1,2-a]pyrazine-2-carboxylic acid), C[C@@H]1CNC(C=2N1C1=C(C2)C=CC(=N1)C(=O)O)=O ((9R)-9-methyl-6-oxo-6,7,8,9-tetrahydropyrido[3′,2′:4,5]pyrrolo[1,2-a]pyrazine-2-carboxylic acid), C=1C=CC2=C(C1)N=NN2O (HOBt), NC=1C=NC=CC1 (3-aminopyridine). Reagents/catalysts: CN(C)C=1C=CN=CC1 (DMAP). The solvent is CN(C)C=O (DMF), CO (methanol), CCOCC (ether). Reaction conditions: temperature 60 celsius. Yields the product CC1CNC(C=2N1C1=C(C2)C=CC(=N1)C(=O)NC=1C=NC=CC1)=O (9-methyl-6-oxo-N-(pyridin-3-yl)-6,7,8,9-tetrahydropyrido[3′,2′:4,5]pyrrolo[1,2-a]pyrazine-2-carboxamide). The yield is 34.4%. Reaction SMILES: [CH3:1][C@H:2]1[N:7]2[C:8]3[N:14]=[C:13]([C:15]([OH:17])=O)[CH:12]=[CH:11][C:9]=3[CH:10]=[C:6]2[C:5](=[O:18])[NH:4][CH2:3]1.[CH:19]1[CH:20]=C[C:22]2[N:27](O)N=[N:25][C:23]=2[CH:24]=1.Cl.C(N=C=NCCCN(C)C)C.NC1C=NC=CC=1>CN(C=O)C.CN(C1C=CN=CC=1)C.CO.CCOCC>[CH3:1][CH:2]1[N:7]2[C:8]3[N:14]=[C:13]([C:15]([NH:25][C:23]4[CH:22]=[N:27][CH:20]=[CH:19][CH:24]=4)=[O:17])[CH:12]=[CH:11][C:9]=3[CH:10]=[C:6]2[C:5](=[O:18])[NH:4][CH2:3]1 |f:2.3|. Procedure details: To a suspension of 9-methyl-6-oxo-6,7,8,9-tetrahydropyrido[3′,2′:4,5]pyrrolo[1,2-a]pyrazine-2-carboxylic acid (Intermediate J, 47 mg, 0.19 mmol) and HOBt (31 mg, 0.23 mmol) in DMF (0.5 mL) is added 1-ethyl-3-(3-dimethylaminopropyl)carbodiimide hydrochloride (44 mg, 0.23 mmol), followed by 3-aminopyridine (22 mg, 0.23 mmol) and DMAP (2.8 mg, 0.023 mmol). The mixture is stirred at 60° C. under a continuous stream of nitrogen, which slowly concentrates the solution. After being stirred for 5 h, the... As a reaction SMILES: [CH3:1][CH2:2][CH2:3][CH:4]([NH2:8])[CH2:5][CH2:6][CH3:7].[N:9]([C:12]1[CH:17]=[CH:16][C:15]([O:18][CH3:19])=[CH:14][C:13]=1[O:20][CH3:21])=[C:10]=[O:11]>>[CH3:21][O:20][C:13]1[CH:14]=[C:15]([O:18][CH3:19])[CH:16]=[CH:17][C:12]=1[NH:9][C:10]([NH:8][CH:4]([CH2:5][CH2:6][CH3:7])[CH2:3][CH2:2][CH3:1])=[O:11]. Procedure details: Prepared in a similar manner to example 158 using heptan-4-amine and 1-isocyanato-2,4-dimethoxybenzene. Yield: 88%. mp: 172-173° C. 1H NMR (500 MHz, CDCl3): δ 0.93 (t, 6H), 1.45 (m, 8H), 3.82 (s, 3H), 3.83 (m, 1H), 3.84 (s, 1H), 4.32 (br s, 1H), 6.34 (br s, 1H), 6.49 (d, 1H), 6.50 (s, 1H), 7.71 (d, 1H). MS (M+H, 295). Reactants: CCCC(CCC)N (heptan-4-amine), N(=C=O)C1=C(C=C(C=C1)OC)OC (1-isocyanato-2,4-dimethoxybenzene). Isolated yield 88.0%. Product: COC1=C(C=CC(=C1)OC)NC(=O)NC(CCC)CCC (1-(2,4-dimethoxyphenyl)-3-(heptan-4-yl)urea).